This data is from the Open Reaction Database (ORD), a public repository of structured organic reaction records. The task is: describe an organic reaction: reactants, conditions, products, and yield Starting materials: CCC(C)=O, CCI, [K+], [K+], O=C([O-])[O-], O, CCn1cc(C#N)c2ccc(O)cc21. Product: CCOc1ccc2c(C#N)cn(CC)c2c1. As a reaction SMILES: [CH2:24]([C:25]([CH3:26])=[O:27])[CH3:28].[I:21][CH2:22][CH3:23].[K+:15].[K+:16].[O-:17][C:18]([O-:19])=[O:20].[OH2:29].[OH:1][c:2]1[cH:3][cH:4][c:5]2[c:6]([C:13]#[N:14])[cH:7][n:8]([CH2:11][CH3:12])[c:9]2[cH:10]1>>[O:1]([c:2]1[cH:3][cH:4][c:5]2[c:6]([C:13]#[N:14])[cH:7][n:8]([CH2:11][CH3:12])[c:9]2[cH:10]1)[CH2:22][CH3:23].